This data is from the Open Reaction Database (ORD), a public repository of structured organic reaction records. The task is: describe an organic reaction: reactants, conditions, products, and yield Yields the product FC(C=1C=C(C=C(C1)C(F)(F)F)C1=NN(C=N1)\C=C/C(=O)N(C(C)C=1C=NC=CC1)CC)(F)F ((Z)-3-(3-(3,5-bis(trifluoromethyl)phenyl)-1H-1,2,4-triazol-1-yl)-N-ethyl-N-(1-(pyridin-3-yl)ethyl)acrylamide). As a reaction SMILES: [F:1][C:2]([F:24])([F:23])[C:3]1[CH:4]=[C:5]([C:13]2[N:17]=[CH:16][N:15](/[CH:18]=[CH:19]\[C:20](O)=[O:21])[N:14]=2)[CH:6]=[C:7]([C:9]([F:12])([F:11])[F:10])[CH:8]=1.CCN(C(C)C)C(C)C.CCN=C=NCCCN(C)C.Cl.[CH2:46]([NH:48][CH:49]([C:51]1[CH:52]=[N:53][CH:54]=[CH:55][CH:56]=1)[CH3:50])[CH3:47].C1C=CC2N(O)N=NC=2C=1>ClCCl.CO>[F:23][C:2]([F:1])([F:24])[C:3]1[CH:4]=[C:5]([C:13]2[N:17]=[CH:16][N:15](/[CH:18]=[CH:19]\[C:20]([N:48]([CH2:46][CH3:47])[CH:49]([C:51]3[CH:52]=[N:53][CH:54]=[CH:55][CH:56]=3)[CH3:50])=[O:21])[N:14]=2)[CH:6]=[C:7]([C:9]([F:10])([F:11])[F:12])[CH:8]=1 |f:2.3|. Reported procedure: In a 3-neck 50 mL round-bottomed flask, (Z)-3-(3-(3,5-bis(trifluoromethyl)phenyl)-1H-1,2,4-triazol-1-yl)acrylic acid (0.2 g, 1.0 eq.) was dissolved in dichloromethane (15 mL) at 0° C. under N2 atmosphere. To this reaction DIPEA (0.088 g, 1.2 eq.), EDC.HCl (0.131 g, 1.2 eq.) and N-ethyl-1-(pyridin-3-yl)ethanamine (0.102 g, 1.2 eq.) was added followed by HOBt (0.104 g, 1.2 eq.). Reaction mixture was stirred at 20° C. for 1 h. The progress of the reaction was followed by TLC analysis on silica gel ... Isolated yield 145.3%. Reaction conditions: temperature 20 celsius, time 1 hour. Starting materials: CCN(C(C)C)C(C)C (DIPEA), CCN=C=NCCCN(C)C.Cl (EDC.HCl), C(C)NC(C)C=1C=NC=CC1 (N-ethyl-1-(pyridin-3-yl)ethanamine), C=1C=CC2=C(C1)N=NN2O (HOBt), FC(C=1C=C(C=C(C1)C(F)(F)F)C1=NN(C=N1)\C=C/C(=O)O)(F)F ((Z)-3-(3-(3,5-bis(trifluoromethyl)phenyl)-1H-1,2,4-triazol-1-yl)acrylic acid). The solvent is CO (methanol), ClCCl (dichloromethane), ClCCl (dichloromethane). As a reaction SMILES: [C:1](=[O:2])([CH3:3])[O:4][CH2:5][c:6]1[c:7]([NH:16][C:17]([CH3:18])=[O:19])[cH:8][cH:9][cH:10][c:11]1[NH:12][C:13]([CH3:14])=[O:15].[C:20](=[O:21])([O-:22])[O-:23].[CH3:26][OH:27].[K+:24].[K+:25]>>[OH:4][CH2:5][c:6]1[c:7]([NH:16][C:17]([CH3:18])=[O:19])[cH:8][cH:9][cH:10][c:11]1[NH:12][C:13]([CH3:14])=[O:15]. Starting materials: CC(=O)Nc1cccc(NC(C)=O)c1COC(C)=O, O=C([O-])[O-], CO, [K+], [K+]. Product: CC(=O)Nc1cccc(NC(C)=O)c1CO. Starting materials: amine, C(=O)(O)CCCN(C(CNC(=O)[C@]12[C@@H]([C@H]3CC[C@@H]4[C@]5(CC=C(C([C@@H]5CC[C@]4([C@@]3(CC1)C)C)(C)C)C1=CC=C(C(=O)O)C=C1)C)[C@@H](CC2)C(=C)C)C)CC (4-((1R,3aS,5aR,5bR,7aR,11aS,11bR,13aR,13bR)-3a-(2-((3-carboxypropyl)(ethyl)amino)propylcarbamoyl)-5a,5b,8,8,11a-pentamethyl-1-(prop-1-en-2-yl)-2,3,3a,4,5,5a,5b,6,7,7a,8,11,11a,11b,12,13,13a,13b-octadecahydro-1H-cyclopenta[a]chrysen-9-yl)benzoic acid), NCCNC(=O)[C@]12[C@@H]([C@H]3CC[C@@H]4[C@]5(CC=C(C([C@@H]5CC[C@]4([C@@]3(CC1)C)C)(C)C)C1=CC=C(C(=O)OC)C=C1)C)[C@@H](CC2)C(=C)C (methyl 4-((1R,3aS,5aR,5bR,7aR,11aS,11bR,13aR,13bR)-3a-(2-aminoethylcarbamoyl)-5a,5b,8,8,11a-pentamethyl-1-(prop-1-en-2-yl)-2,3,3a,4,5,5a,5b,6,7,7a,8,11,11a,11b,12,13,13a,13b-octadecahydro-1H-cyclopenta[a]chrysen-9-yl)benzoate). The product is C(=O)(O)CCCN(CCNC(=O)[C@]12[C@@H]([C@H]3CC[C@@H]4[C@]5(CC=C(C([C@@H]5CC[C@]4([C@@]3(CC1)C)C)(C)C)C1=CC=C(C(=O)O)C=C1)C)[C@@H](CC2)C(=C)C)CC (4-((1R,3aS,5aR,5bR,7aR,11aS,11bR,13aR,13bR)-3a-(2-((3-carboxypropyl)(ethyl)amino)ethylcarbamoyl)-5a,5b,8,8,11a-pentamethyl-1-(prop-1-en-2-yl)-2,3,3a,4,5,5a,5b,6,7,7a,8,11,11a,11b,12,13,13a,13b-octadecahydro-1H-cyclopenta[a]chrysen-9-yl)benzoic acid), solid. Yield: 25.0%. As a reaction SMILES: [C:1]([CH2:4][CH2:5][CH2:6][N:7]([CH2:52][CH3:53])[CH:8](C)[CH2:9][NH:10][C:11]([C@:13]12[CH2:47][CH2:46][C@@H:45]([C:48]([CH3:50])=[CH2:49])[C@@H:14]1[C@@H:15]1[C@@:28]([CH3:31])([CH2:29][CH2:30]2)[C@@:27]2([CH3:32])[C@@H:18]([C@:19]3([CH3:44])[C@@H:24]([CH2:25][CH2:26]2)[C:23]([CH3:34])([CH3:33])[C:22]([C:35]2[CH:43]=[CH:42][C:38]([C:39]([OH:41])=[O:40])=[CH:37][CH:36]=2)=[CH:21][CH2:20]3)[CH2:17][CH2:16]1)=[O:12])([OH:3])=[O:2].NCCNC([C@]12CC[C@@H](C(C)=C)[C@@H]1[C@@H]1[C@@](C)(CC2)[C@@]2(C)[C@@H]([C@]3(C)[C@@H](CC2)C(C)(C)C(C2C=CC(C(OC)=O)=CC=2)=CC3)CC1)=O>>[C:1]([CH2:4][CH2:5][CH2:6][N:7]([CH2:52][CH3:53])[CH2:8][CH2:9][NH:10][C:11]([C@:13]12[CH2:47][CH2:46][C@@H:45]([C:48]([CH3:50])=[CH2:49])[C@@H:14]1[C@@H:15]1[C@@:28]([CH3:31])([CH2:29][CH2:30]2)[C@@:27]2([CH3:32])[C@@H:18]([C@:19]3([CH3:44])[C@@H:24]([CH2:25][CH2:26]2)[C:23]([CH3:34])([CH3:33])[C:22]([C:35]2[CH:43]=[CH:42][C:38]([C:39]([OH:41])=[O:40])=[CH:37][CH:36]=2)=[CH:21][CH2:20]3)[CH2:17][CH2:16]1)=[O:12])([OH:3])=[O:2]. Reported procedure: The title compound was prepared following the method described above for 4-((1R,3aS,5aR,5bR,7aR,11aS,11bR,13aR,13bR)-3a-(2-((3-carboxypropyl)(ethyl)amino)propylcarbamoyl)-5a,5b,8,8,11a-pentamethyl-1-(prop-1-en-2-yl)-2,3,3a,4,5,5a,5b,6,7,7a,8,11,11a,11b,12,13,13a,13b-octadecahydro-1H-cyclopenta[a]chrysen-9-yl)benzoic acid (example 101) using methyl 4-((1R,3aS,5aR,5bR,7aR,11aS,11bR,13aR,13bR)-3a-(2-aminoethylcarbamoyl)-5a,5b,8,8,11a-pentamethyl-1-(prop-1-en-2-yl)-2,3,3a,4,5,5a,5b,6,7,7a,8,11,11a,1... Starting materials: O=C([O-])[O-], O=S(=O)(CCCCCI)CCCC(F)(F)C(F)(F)F, [K+], [K+], C1CCOC1, O, Oc1ccc(C2=C(c3ccccc3)CCCc3cc(OC4CCCCO4)ccc32)cc1. Product: O=S(=O)(CCCCCOc1ccc(C2=C(c3ccccc3)CCCc3cc(OC4CCCCO4)ccc32)cc1)CCCC(F)(F)C(F)(F)F. As a reaction SMILES: [C:32](=[O:33])([O-:34])[O-:35].[I:38][CH2:39][CH2:40][CH2:41][CH2:42][CH2:43][S:44](=[O:45])(=[O:46])[CH2:47][CH2:48][CH2:49][C:50]([C:51]([F:52])([F:53])[F:54])([F:55])[F:56].[K+:36].[K+:37].[O:58]1[CH2:59][CH2:60][CH2:61][CH2:62]1.[OH2:57].[c:1]1([C:7]2=[C:8]([c:25]3[cH:26][cH:27][c:28]([OH:31])[cH:29][cH:30]3)[c:9]3[c:10]([cH:14][c:15]([O:18][CH:19]4[O:20][CH2:21][CH2:22][CH2:23][CH2:24]4)[cH:16][cH:17]3)[CH2:11][CH2:12][CH2:13]2)[cH:2][cH:3][cH:4][cH:5][cH:6]1>>[c:1]1([C:7]2=[C:8]([c:25]3[cH:26][cH:27][c:28]([O:31][CH2:39][CH2:40][CH2:41][CH2:42][CH2:43][S:44](=[O:45])(=[O:46])[CH2:47][CH2:48][CH2:49][C:50]([C:51]([F:52])([F:53])[F:54])([F:55])[F:56])[cH:29][cH:30]3)[c:9]3[c:10]([cH:14][c:15]([O:18][CH:19]4[O:20][CH2:21][CH2:22][CH2:23][CH2:24]4)[cH:16][cH:17]3)[CH2:11][CH2:12][CH2:13]2)[cH:2][cH:3][cH:4][cH:5][cH:6]1. Starting materials: CC(=O)Nc1nc(C)c(-c2cc(S(=O)(=O)NCCO)sc2Br)s1, [Li]CCCC, C1CCOC1. The product is CC(=O)Nc1nc(C)c(-c2csc(S(=O)(=O)NCCO)c2)s1. As a reaction SMILES: [Br:1][c:2]1[s:3][c:4]([S:17]([NH:18][CH2:19][CH2:20][OH:21])(=[O:22])=[O:23])[cH:5][c:6]1-[c:7]1[c:8]([CH3:16])[n:9][c:10]([NH:12][C:13]([CH3:14])=[O:15])[s:11]1.[CH2:24]([Li:25])[CH2:26][CH2:27][CH3:28].[CH2:29]1[O:30][CH2:31][CH2:32][CH2:33]1>>[cH:2]1[s:3][c:4]([S:17]([NH:18][CH2:19][CH2:20][OH:21])(=[O:22])=[O:23])[cH:5][c:6]1-[c:7]1[c:8]([CH3:16])[n:9][c:10]([NH:12][C:13]([CH3:14])=[O:15])[s:11]1. Starting materials: COc1ccc(S(=O)(=O)N2CC=CCCC2(C(=O)OC(C)(C)C)c2cc3ccccc3o2)cc1, COc1ccc(S(=O)(=O)N2CCCCC(COC(C)=O)C2C(=O)O)cc1. Product: COc1ccc(S(=O)(=O)N2CC=CCCC2(C(=O)O)c2cc3ccccc3o2)cc1. Reaction SMILES: [C:1]([CH3:2])([CH3:3])([CH3:4])[O:5][C:6](=[O:7])[C:8]1([c:26]2[cH:27][c:28]3[c:29]([o:30]2)[cH:31][cH:32][cH:33][cH:34]3)[N:9]([S:15](=[O:16])(=[O:17])[c:18]2[cH:19][cH:20][c:21]([O:24][CH3:25])[cH:22][cH:23]2)[CH2:10][CH:11]=[CH:12][CH2:13][CH2:14]1.[C:35]([O:36][CH2:37][CH:38]1[CH2:39][CH2:40][CH2:41][CH2:42][N:43]([S:44]([c:45]2[cH:46][cH:47][c:48]([O:49][CH3:50])[cH:51][cH:52]2)(=[O:53])=[O:54])[CH:55]1[C:56]([OH:57])=[O:58])(=[O:59])[CH3:60]>>[O:5]=[C:6]([OH:7])[C:8]1([c:26]2[cH:27][c:28]3[c:29]([o:30]2)[cH:31][cH:32][cH:33][cH:34]3)[N:9]([S:15](=[O:16])(=[O:17])[c:18]2[cH:19][cH:20][c:21]([O:24][CH3:25])[cH:22][cH:23]2)[CH2:10][CH:11]=[CH:12][CH2:13][CH2:14]1. Starting materials: O=C([O-])[O-], O=C([O-])[O-], CN(C)C=O, CS(C)=O, CCOCCn1nc(CC)c2nc(Cl)nc(Nc3cc(C)ccn3)c21, [Cs+], [Cs+], [K+], [K+], O=C(O)C1CCNCC1, [Na+], [Na+], O=C([O-])[O-], O. The product is CCOCCn1nc(CC)c2nc(N3CCC(C(=O)O)CC3)nc(Nc3cc(C)ccn3)c21. RXN SMILES: [C:35](=[O:36])([O-:37])[O-:38].[C:47](=[O:48])([O-:49])[O-:50].[CH3:54][N:55]([CH3:56])[CH:57]=[O:58].[CH3:59][S:60]([CH3:61])=[O:62].[Cl:1][c:2]1[n:3][c:4]([NH:18][c:19]2[n:20][cH:21][cH:22][c:23]([CH3:25])[cH:24]2)[c:5]2[c:6]([n:7]1)[c:8]([CH2:16][CH3:17])[n:9][n:10]2[CH2:11][CH2:12][O:13][CH2:14][CH3:15].[Cs+:39].[Cs+:40].[K+:51].[K+:52].[NH:26]1[CH2:27][CH2:28][CH:29]([C:30](=[O:31])[OH:32])[CH2:33][CH2:34]1.[Na+:41].[Na+:42].[O-:43][C:44](=[O:45])[O-:46].[OH2:53]>>[c:2]1([N:26]2[CH2:27][CH2:28][CH:29]([C:30](=[O:31])[OH:32])[CH2:33][CH2:34]2)[n:3][c:4]([NH:18][c:19]2[n:20][cH:21][cH:22][c:23]([CH3:25])[cH:24]2)[c:5]2[c:6]([n:7]1)[c:8]([CH2:16][CH3:17])[n:9][n:10]2[CH2:11][CH2:12][O:13][CH2:14][CH3:15]. Starting materials: C1CCC2=NCCCN2CC1 (DBU), FC(C=1C=C(C=C(C1)C(F)(F)F)[C@H](C)O)(F)F ((1S)-1-[3,5-bis(trifluoromethyl)phenyl]ethanol), ClC(C#N)(Cl)Cl (trichloroacetonitrile). The solvent is C(C)OCC (diethyl ether). Run at temperature 0 celsius. Product: FC(C=1C=C(C=C(C1)C(F)(F)F)[C@H](C)OC(C(Cl)(Cl)Cl)=N)(F)F ((1S)-1-[3,5-bis(trifluoromethyl)phenyl]ethyl-2,2,2-trichloroethanimidoate). Isolated yield 93.2%. As a reaction SMILES: [F:1][C:2]([F:17])([F:16])[C:3]1[CH:4]=[C:5]([C@@H:13]([OH:15])[CH3:14])[CH:6]=[C:7]([C:9]([F:12])([F:11])[F:10])[CH:8]=1.C1CCN2C(=NCCC2)CC1.[Cl:29][C:30]([Cl:34])([Cl:33])[C:31]#[N:32]>C(OCC)C>[F:1][C:2]([F:16])([F:17])[C:3]1[CH:4]=[C:5]([C@@H:13]([O:15][C:31](=[NH:32])[C:30]([Cl:34])([Cl:33])[Cl:29])[CH3:14])[CH:6]=[C:7]([C:9]([F:10])([F:11])[F:12])[CH:8]=1. Reported procedure: A solution of 25.82 g (100 mmol) of (1S)-1-[3,5-bis(trifluoromethyl)phenyl]ethanol in 200 mL dry diethyl ether under nitrogen atmosphere was cooled in an ice/water bath. Neat 3 mL (20 mmol, 0.2 equiv) DBU was added to the reaction flask then the mixture was stirred at 0° C. for ten min. Slowly 15 mL (150 mmol, 1.5 equiv.) trichloroacetonitrile was added dropwise over 15 min. The reaction was stirred at 0° C. for 2 hr. during which time it became deep yellow in color. The volatiles were removed u... Starting materials: NC=CC=C(C#N)C#N (aminoallylidenmalononitrile), C(C=C)(=O)N (acrylamide), C(C=C)(=O)N (acrylamide), C(C=C)(=O)N (acrylamide), C(C=C)N(C=CC=C(C#N)C#N)CC=C (3-diallylaminoallylidenmalononitrile), C(C=C)(=O)N (acrylamide), C(C=C)(=O)N (acrylamide). Solvent: C(C)O (ethanol), C(C)O (ethanol), C(C)O (ethanol), C(C)O (ethanol), C(C)O (ethanol). Yields the product C(C=C)(=O)N.C(C=C)NC=CC=C(C#N)C#N (acrylamide allylaminoallylidenmalononitrile). RXN SMILES: [C:1]([NH2:5])(=[O:4])[CH:2]=[CH2:3].[CH2:6]([N:9](CC=C)[CH:10]=[CH:11][CH:12]=[C:13]([C:16]#[N:17])[C:14]#[N:15])[CH:7]=[CH2:8].NC=CC=C(C#N)C#N>C(O)C>[C:1]([NH2:5])(=[O:4])[CH:2]=[CH2:3].[CH2:6]([NH:9][CH:10]=[CH:11][CH:12]=[C:13]([C:14]#[N:15])[C:16]#[N:17])[CH:7]=[CH2:8] |f:4.5|. Procedure details: A solution of 120 g of acrylamide and 114 g of 3-diallylaminoallylidenmalononitrile (A) in 500 ml of ethanol was brought to reflux. 3.2 g of 2,2'-azobisisobutyrronitrile (AZBN) were added thereto and the mixture was left to reflux for 1 hour under stirring. A solution of 104 g of acrylamide, 800 ml of ethanol and 3.2 g of AZBN was then introduced therein. The obtained solution was left to reflux for 1 hour under stirring. A solution of 88 g of acrylamide, 400 ml of ethanol and 2.4 g of AZBN was ... The reactants are CCOC(=O)Cc1ccc(C2CCCCC2)c(Cl)c1, C=CC(=O)OCC, CC(=O)O, CCO, [Na], O. The product is CCOC(=O)CCC(C(=O)OCC)c1ccc(C2CCCCC2)c(Cl)c1. As a reaction SMILES: [CH2:1]([CH3:2])[O:3][C:4]([CH2:5][c:6]1[cH:7][c:8]([Cl:18])[c:9]([CH:12]2[CH2:13][CH2:14][CH2:15][CH2:16][CH2:17]2)[cH:10][cH:11]1)=[O:19].[CH2:20]([CH3:21])[O:22][C:23]([CH:24]=[CH2:25])=[O:26].[CH3:28][C:29](=[O:30])[OH:31].[CH3:32][CH2:33][OH:34].[Na:27].[OH2:35]>>[CH2:1]([CH3:2])[O:3][C:4]([CH:5]([c:6]1[cH:7][c:8]([Cl:18])[c:9]([CH:12]2[CH2:13][CH2:14][CH2:15][CH2:16][CH2:17]2)[cH:10][cH:11]1)[CH2:25][CH2:24][C:23]([O:22][CH2:20][CH3:21])=[O:26])=[O:19].